From a dataset of the Open Reaction Database (ORD), a public repository of structured organic reaction records. describe an organic reaction: reactants, conditions, products, and yield The reactants are CC(C)(C)CCN, CCO, CCOC(C)=O, CCOC(=O)c1cc(F)cnc1Cl. Product: CCOC(=O)c1cc(F)cnc1NCCC(C)(C)C. RXN SMILES: [CH3:14][C:15]([CH2:16][CH2:17][NH2:18])([CH3:19])[CH3:20].[CH3:21][CH2:22][OH:23].[CH3:24][CH2:25][O:26][C:27](=[O:28])[CH3:29].[Cl:1][c:2]1[n:3][cH:4][c:5]([F:13])[cH:6][c:7]1[C:8](=[O:9])[O:10][CH2:11][CH3:12]>>[c:2]1([NH:18][CH2:17][CH2:16][C:15]([CH3:14])([CH3:19])[CH3:20])[n:3][cH:4][c:5]([F:13])[cH:6][c:7]1[C:8](=[O:9])[O:10][CH2:11][CH3:12]. The reactants are C(C)O (ethanol), [OH-].[Na+] (sodium hydroxide), CC(=CC(=O)OCC)C=CCC(CCCC(C)C)C (ethyl 3,7,11-trimethyldodeca-2,4-dienoate). Solvent: O (water). Yields the product CC(=CC(=O)O)C=CCC(CCCC(C)C)C (3,7,11-trimethyldodeca-2,4-dienoic acid). Isolated yield 58.0%. Reaction SMILES: C(O)C.[OH-].[Na+].[CH3:6][C:7]([CH:14]=[CH:15][CH2:16][CH:17]([CH3:24])[CH2:18][CH2:19][CH2:20][CH:21]([CH3:23])[CH3:22])=[CH:8][C:9]([O:11]CC)=[O:10]>O>[CH3:6][C:7]([CH:14]=[CH:15][CH2:16][CH:17]([CH3:24])[CH2:18][CH2:19][CH2:20][CH:21]([CH3:23])[CH3:22])=[CH:8][C:9]([OH:11])=[O:10] |f:1.2|. Reported procedure: To 350 ml. of ethanol, 105 ml. of water and 70 ml. of 50% aqueous sodium hydroxide is added 46.5 g. of ethyl 3,7,11-trimethyldodeca-2,4-dienoate (40% cis, trans and 60% trans, trans). The mixture is refluxed for about 19 hours. After cooling, ethanol is removed under reduced pressure and water added followed by extraction with ether to yield 3,7,11-trimethyldodeca-2,4-dienoic acid containing about 58% trans, trans isomer. Conversion of the thus-obtained acid to the S-benzyl-isothiouronium salt r... Run at time 5.5 hour. Reaction SMILES: C(OC(=O)[NH:7][CH:8]1[CH2:13][CH2:12][N:11]([C:14]2[C:33]([C:34](=[O:45])[NH:35][C:36]3[CH:44]=[C:43]4[C:39]([CH:40]=[N:41][NH:42]4)=[CH:38][CH:37]=3)=[CH:32][C:17]3[N:18]=[C:19]([NH:21][C:22]4[CH:27]=[CH:26][CH:25]=[CH:24][C:23]=4[C:28]([F:31])([F:30])[F:29])[NH:20][C:16]=3[CH:15]=2)[CH2:10][CH2:9]1)(C)(C)C.Cl>CO.O1CCOCC1.CCOCC>[NH:42]1[C:43]2[C:39](=[CH:38][CH:37]=[C:36]([NH:35][C:34]([C:33]3[C:14]([N:11]4[CH2:10][CH2:9][CH:8]([NH2:7])[CH2:13][CH2:12]4)=[CH:15][C:16]4[NH:20][C:19]([NH:21][C:22]5[CH:27]=[CH:26][CH:25]=[CH:24][C:23]=5[C:28]([F:30])([F:31])[F:29])=[N:18][C:17]=4[CH:32]=3)=[O:45])[CH:44]=2)[CH:40]=[N:41]1. Procedure: To a solution of {1-[6-(1H-Indazol-6-ylcarbamoyl)-2-(2-trifluoromethyl-phenylamino)-3H-benzoimidazol-5-yl]-piperidin-4-yl}-carbamic acid tert-butyl ester (0.25 mmol; see Example 155) in methanol (1 mL) was 4M HCl in dioxane (0.5 mL) added. The resulting mixture was stirred at room temperature for 5-6 h. The volatiles were removed in vacuo, and the residue obtained was suspended in ether. The solid obtained was collected by filtration, washed with ether and dried in vacuo to afford 6-(4-Amino-pip... Starting materials: C(C)(C)(C)OC(NC1CCN(CC1)C1=CC2=C(N=C(N2)NC2=C(C=CC=C2)C(F)(F)F)C=C1C(NC1=CC=C2C=NNC2=C1)=O)=O ({1-[6-(1H-Indazol-6-ylcarbamoyl)-2-(2-trifluoromethyl-phenylamino)-3H-benzoimidazol-5-yl]-piperidin-4-yl}-carbamic acid tert-butyl ester), Cl (HCl). The product is N1N=CC2=CC=C(C=C12)NC(=O)C1=CC2=C(NC(=N2)NC2=C(C=CC=C2)C(F)(F)F)C=C1N1CCC(CC1)N (6-(4-Amino-piperidin-1-yl)-2-(2-trifluoromethyl-phenylamino)-1H-benzoimidazole-5-carboxylic acid (1H-indazol-6-yl)-amide), hydrochloride salt. The solvent is CO (methanol), O1CCOCC1 (dioxane), CCOCC (ether). Reactants: O1CCOC12CCC(CC2)C2=NC=1N(C(=C2)O)N=CC1 (5-(1,4-dioxaspiro[4.5]decan-8-yl)pyrazolo[1,5-a]pyrimidin-7-ol), O=C(CC(=O)OCC)C1CC2(OCCO2)CCC1 (ethyl 3-oxo-3-(1,4-dioxaspiro[4.5]decan-7-yl)propanoate), O=C(CC(=O)OCC)C1CCC2(OCCO2)CC1 (ethyl 3-oxo-3-(1,4-dioxaspiro[4.5]decan-8-yl)propanoate). Yields the product O1CCOC12CC(CCC2)C2=NC=1N(C(=C2)O)N=CC1 (5-(1,4-dioxaspiro[4.5]decan-7-yl)pyrazolo[1,5-a]pyrimidin-7-ol). RXN SMILES: O1[C:5]2([CH2:10][CH2:9][CH:8]([C:11]3[CH:16]=[C:15]([OH:17])[N:14]4[N:18]=[CH:19][CH:20]=[C:13]4[N:12]=3)[CH2:7][CH2:6]2)OCC1.O=C(C1CCCC2([O:35][CH2:34][CH2:33][O:32]2)C1)CC(OCC)=O.O=C(C1CCC2(OCCO2)CC1)CC(OCC)=O>>[O:32]1[C:6]2([CH2:5][CH2:10][CH2:9][CH:8]([C:11]3[CH:16]=[C:15]([OH:17])[N:14]4[N:18]=[CH:19][CH:20]=[C:13]4[N:12]=3)[CH2:7]2)[O:35][CH2:34][CH2:33]1. Procedure: 5-(1,4-dioxaspiro[4.5]decan-7-yl)pyrazolo[1,5-a]pyrimidin-7-ol was synthesized in a manner similar to the synthesis of 5-(1,4-dioxaspiro[4.5]decan-8-yl)pyrazolo[1,5-a]pyrimidin-7-ol, but with ethyl 3-oxo-3-(1,4-dioxaspiro[4.5]decan-7-yl)propanoate substituted for ethyl 3-oxo-3-(1,4-dioxaspiro[4.5]decan-8-yl)propanoate. The reactants are CS(=O)O, CC#N, CC1COCCN1c1cc(CI)nc(Cl)n1, [Na]. Product: CC1COCCN1c1cc(CS(C)(=O)=O)nc(Cl)n1. As a reaction SMILES: [CH3:1][S:2](=[O:3])[OH:4].[CH3:22][C:23]#[N:24].[Cl:6][c:7]1[n:8][c:9]([N:15]2[CH:16]([CH3:21])[CH2:17][O:18][CH2:19][CH2:20]2)[cH:10][c:11]([CH2:13][I:14])[n:12]1.[Na:5]>>[CH3:1][S:2](=[O:3])(=[O:4])[CH2:13][c:11]1[cH:10][c:9]([N:15]2[CH:16]([CH3:21])[CH2:17][O:18][CH2:19][CH2:20]2)[n:8][c:7]([Cl:6])[n:12]1. Reported procedure: 6-Benzyl-4-chloro-5,6,7,8-tetrahydropyrido[4,3-d]pyrimidine (5.00 g, 19.2 mmol), (R)-1-(6-(trifluoromethyl)pyridin-3-yl)ethanamine (4.76 g, 25.0 mmol), N,N-diisopropylethylamine (6.71 mL, 38.5 mmol), and acetonitrile (15 mL) were divided evenly between two 20 mL microwave vials. The reactions were subjected to microwave irradiation at 200° C. for 3.5 h. The two reactions were mixed together and evaporated the acetonitrile off. The residue was redissolved in CH2Cl2 (150 mL) and washed with 1M NaH... Yields the product C(C1=CC=CC=C1)N1CC2=C(N=CN=C2N[C@H](C)C=2C=NC(=CC2)C(F)(F)F)CC1 ((R)-6-Benzyl-N-(1-(6-(trifluoromethyl)pyridin-3-yl)ethyl)-5,6,7,8-tetrahydropyrido[4,3-d]pyrimidin-4-amine). Starting materials: C(C1=CC=CC=C1)N1CC2=C(N=CN=C2Cl)CC1 (6-Benzyl-4-chloro-5,6,7,8-tetrahydropyrido[4,3-d]pyrimidine), two, FC(C1=CC=C(C=N1)[C@@H](C)N)(F)F ((R)-1-(6-(trifluoromethyl)pyridin-3-yl)ethanamine), C(C)(C)N(C(C)C)CC (N,N-diisopropylethylamine). Run in C(C)#N (acetonitrile). Reaction SMILES: [CH2:1]([N:8]1[CH2:18][CH2:17][C:11]2[N:12]=[CH:13][N:14]=[C:15](Cl)[C:10]=2[CH2:9]1)[C:2]1[CH:7]=[CH:6][CH:5]=[CH:4][CH:3]=1.[F:19][C:20]([F:31])([F:30])[C:21]1[N:26]=[CH:25][C:24]([C@H:27]([NH2:29])[CH3:28])=[CH:23][CH:22]=1.C(N(CC)C(C)C)(C)C>C(#N)C>[CH2:1]([N:8]1[CH2:18][CH2:17][C:11]2[N:12]=[CH:13][N:14]=[C:15]([NH:29][C@@H:27]([C:24]3[CH:25]=[N:26][C:21]([C:20]([F:31])([F:19])[F:30])=[CH:22][CH:23]=3)[CH3:28])[C:10]=2[CH2:9]1)[C:2]1[CH:7]=[CH:6][CH:5]=[CH:4][CH:3]=1. The yield is 90.8%.